This data is from the Open Reaction Database (ORD), a public repository of structured organic reaction records. The task is: describe an organic reaction: reactants, conditions, products, and yield Reactants: C1=CC=C(C=C1)OC(=S)Cl (Phenyl chlorothionoformate), ClC1=C(CC2=CN=CN2)C(=CC=C1)Cl (5-(2,6-dichloro-benzyl)-1H-imidazole), ClC1=C(CC2=CN=CN2)C(=CC=C1)Cl (5-(2,6-dichloro-benzyl)-1H-imidazole), C(=O)(O)[O-].[Na+] (NaHCO3). Run in O (water), C1CCOC1 (THF), O (water). Conditions: time 3 hour. Yields the product ClC1=C(CC=2NC(NC2)=S)C(=CC=C1)Cl (4-(2,6-dichloro-benzyl)-1,3-dihydro-imidazole-2-thione). RXN SMILES: [Cl:1][C:2]1[CH:13]=[CH:12][CH:11]=[C:10]([Cl:14])[C:3]=1[CH2:4][C:5]1[NH:9][CH:8]=[N:7][CH:6]=1.C([O-])(O)=O.[Na+].C1C=CC(OC(Cl)=[S:28])=CC=1>C1COCC1.O>[Cl:14][C:10]1[CH:11]=[CH:12][CH:13]=[C:2]([Cl:1])[C:3]=1[CH2:4][C:5]1[NH:9][C:8](=[S:28])[NH:7][CH:6]=1 |f:1.2|. Procedure: A solution of 5-(2,6-dichloro-benzyl)-1H-imidazole (Intermediate A4) (0.34 g, 1.5 mmol) in THF (6 mL) and water (6 mL) was treated with NaHCO3 (1.2 g) at rt for 10 m. Phenyl chlorothionoformate (0.60 mL, ˜4.3 mmol) was added and stirring was continued for 3 h. The mixture was diluted with water (10 mL) and extracted with ether (4×15 mL). The organic portions were combined, dried over MgSO4, filtered and freed of solvent. The residue was dissolved in MeOH (6 mL) and treated with NEt3 (0.6 mL) for... Reactants: ClC1COC=2C1=NC=1N(C=C(C(C1C2)=O)C(=O)OCC)CC (ethyl 3-chloro-5-ethyl-8-oxo-2,3,5,8-tetrahydrofuro[3,2-b]-1,8-naphthyridine-7-carboxylate), ClC1COC=2C1=NC=1N(C=C(C(C1C2)=O)C(=O)OCC)CC (ethyl 3-chloro-5-ethyl-8-oxo-2,3,5,8-tetrahydrofuro[3,2-b]-1,8-naphthyridine-7-carboxylate). The reagents and catalysts are [Pd] (palladium black). Solvent: CO (methanol). Product: C(C)N1C=C(C(C=2C=C3C(=NC12)CCO3)=O)C(=O)OCC (ethyl 5-ethyl-8-oxo-2,3,5,8-tetrahydrofuro[3,2-b]-1,8-naphthyridine-7-carboxylate). The yield is 89.6%. RXN SMILES: Cl[CH:2]1[C:6]2=[N:7][C:8]3[N:9]([CH2:21][CH3:22])[CH:10]=[C:11]([C:16]([O:18][CH2:19][CH3:20])=[O:17])[C:12](=[O:15])[C:13]=3[CH:14]=[C:5]2[O:4][CH2:3]1>CO.[Pd]>[CH2:21]([N:9]1[C:8]2[N:7]=[C:6]3[CH2:2][CH2:3][O:4][C:5]3=[CH:14][C:13]=2[C:12](=[O:15])[C:11]([C:16]([O:18][CH2:19][CH3:20])=[O:17])=[CH:10]1)[CH3:22]. Procedure details: 300 mg of the crude ethyl 3-chloro-5-ethyl-8-oxo-2,3,5,8-tetrahydrofuro[3,2-b]-1,8-naphthyridine-7-carboxylate (Compound XII where R1 =R3 =C2H5) obtained above was dissolved in 30 ml of methanol, which was reduced over 5% palladium black (200 mg) under atmospheric pressure. After reaction, the catalyst was filtered off and the solvent was distilled off under reduced pressure to obtain 240 mg of crude ethyl 5-ethyl-8-oxo-2,3,5,8-tetrahydrofuro[3,2-b]-1,8-naphthyridine-7-carboxylate. Starting materials: CCCC=CCO, CCO[Si](C)(OCC)OCC. Yields the product CCC=CCCO, CCO[Si](C)(OCC)OCC. Reaction SMILES: [CH2:1]([CH:2]=[CH:3][CH2:4][CH2:5][CH3:6])[OH:7].[CH3:8][Si:9]([O:10][CH2:11][CH3:12])([O:13][CH2:14][CH3:15])[O:16][CH2:17][CH3:18]>>[CH2:1]([CH2:2][CH:3]=[CH:4][CH2:5][CH3:6])[OH:7].[CH3:8][Si:9]([O:10][CH2:11][CH3:12])([O:13][CH2:14][CH3:15])[O:16][CH2:17][CH3:18].